This data is from the Open Reaction Database (ORD), a public repository of structured organic reaction records. The task is: describe an organic reaction: reactants, conditions, products, and yield Reactants: COC(C1=CC(=C(C(=C1)C=C)OCOC)F)=O (3-fluoro-4-methoxymethoxy-5-vinylbenzoic acid methyl ester). The solvent is C1CCOC1 (THF), C(C)(=O)OCC (ethyl acetate). The product is COC(C1=CC(=C(C(=C1)C=C)O)F)=O (3-Fluoro-4-hydroxy-5-vinylbenzoic acid methyl ester). Yield: 80.1%. RXN SMILES: [CH3:1][O:2][C:3](=[O:17])[C:4]1[CH:9]=[C:8]([CH:10]=[CH2:11])[C:7]([O:12]COC)=[C:6]([F:16])[CH:5]=1>C1COCC1.C(OCC)(=O)C>[CH3:1][O:2][C:3](=[O:17])[C:4]1[CH:9]=[C:8]([CH:10]=[CH2:11])[C:7]([OH:12])=[C:6]([F:16])[CH:5]=1. Procedure details: A solution of 3-fluoro-4-methoxymethoxy-5-vinylbenzoic acid methyl ester (185 mg) in THF (2 mL)-3N hydrochloric acid (1 mL) was stirred at 60° C. for 3 hours under heating. The mixture was allowed to stand for cooling down to room temperature, diluted with ethyl acetate, washed successively with water, saturated aqueous sodium bicarbonate and saturated brine, dried over anhydrous sodium sulfate, and concentrated in vacuo. The residue was purified by column chromatography on silica gel (hexane:et... RXN SMILES: [O:1]([C:8]1[CH:9]=[C:10]([CH:13]=[CH:14][CH:15]=1)[CH2:11]Cl)[C:2]1[CH:7]=[CH:6][CH:5]=[CH:4][CH:3]=1.N[C:17]([NH2:19])=[S:18].[OH-].[Na+].ClC1[S:24][C:25]2[C:31](=[O:32])[CH2:30][CH2:29][CH2:28][C:26]=2N=1.Cl>C(O)C>[O:1]([C:8]1[CH:9]=[C:10]([CH:13]=[CH:14][CH:15]=1)[CH2:11][S:18][C:17]1[S:24][C:25]2[C:31](=[O:32])[CH2:30][CH2:29][CH2:28][C:26]=2[N:19]=1)[C:2]1[CH:7]=[CH:6][CH:5]=[CH:4][CH:3]=1 |f:2.3|. The product is O(C1=CC=CC=C1)C=1C=C(CSC=2SC3=C(N2)CCCC3=O)C=CC1 (2-[(3-phenoxybenzyl)thio]-5,6-dihydro-1,3-benzothiazol-7(4H)-one). Conditions: time 3 hour. Procedure: A mixture of 3-phenoxybenzyl chloride (2.84 g, 13.0 mmol), thiourea (1.22 g, 16 mmol) and ethanol (30 mL) was heated under reflux for 1 hr. 1 M aqueous sodium hydroxide solution (20 mL) was added to the reaction mixture and the mixture was further heated under reflux for 1 hr. The reaction mixture was cooled, and 2-chloro-5,6-dihydro-1,3-benzothiazol-7(4H)-one (1.55 g, 7.99 mmol) was added, and the mixture was stirred at room temperature for 3 hr. The reaction mixture was neutralized with 1 M hy... Yield: 90.9%. The reactants are ClC=1SC2=C(N1)CCCC2=O (2-chloro-5,6-dihydro-1,3-benzothiazol-7(4H)-one), Cl (hydrochloric acid), O(C1=CC=CC=C1)C=1C=C(CCl)C=CC1 (3-phenoxybenzyl chloride), NC(=S)N (thiourea), [OH-].[Na+] (sodium hydroxide). Run in C(C)O (ethanol). The reactants are C(C)OC(CC1=C(NC2=CC=C(C=C12)OC)C)=O (5-methoxy-2-methyl-1H-indole-3-acetic acid ethyl ester), [H-].[Na+] (NaH), ICCCCCCCC (iodooctane). Yields the product C(C)OC(CC1=C(N(C2=CC=C(C=C12)OC)CCCCCCCC)C)=O (5-methoxy-2-methyl-1-octyl-1H-indole-3-acetic acid ethyl ester). The yield is 51.5%. As a reaction SMILES: [CH2:1]([O:3][C:4](=[O:18])[CH2:5][C:6]1[C:14]2[C:9](=[CH:10][CH:11]=[C:12]([O:15][CH3:16])[CH:13]=2)[NH:8][C:7]=1[CH3:17])[CH3:2].[H-].[Na+].I[CH2:22][CH2:23][CH2:24][CH2:25][CH2:26][CH2:27][CH2:28][CH3:29]>>[CH2:1]([O:3][C:4](=[O:18])[CH2:5][C:6]1[C:14]2[C:9](=[CH:10][CH:11]=[C:12]([O:15][CH3:16])[CH:13]=2)[N:8]([CH2:22][CH2:23][CH2:24][CH2:25][CH2:26][CH2:27][CH2:28][CH3:29])[C:7]=1[CH3:17])[CH3:2] |f:1.2|. Reported procedure: Using the procedure described in Example 50, Part A, 2.47 g (0.01 mol) of 5-methoxy-2-methyl-1H-indole-3-acetic acid ethyl ester was reacted with 0.48 g (0.012 mol) of 60% NaH/mineral oil and then 2.17 mL (0.012 mol of iodooctane. The product was chromatographed on silica gel and eluted with 5% EtOAc/toluene to give 1.85 g (51% yield) of 5-methoxy-2-methyl-1-octyl-1H-indole-3-acetic acid ethyl ester as an oil. The reactants are [OH-].[Na+] (NaOH), C(C)OC1=CC=C(C=C1)CCC1C(NC(NC1=O)=O)=O (5-[2-(4-ethoxyphenyl)ethyl]barbituric acid), Cl.ClC1=CC=NC=C1 (4-chloropyridine hydrochloride), Cl (HCl), [OH-].[Na+] (NaOH). Solvent: O (water). Reaction conditions: time 17.5 minute. The product is C(C)OC1=CC=C(C=C1)CCCC1=CC=NC=C1 (4-[3-(4-Ethoxyphenyl)propyl]pyridine). RXN SMILES: [CH2:1]([O:3][C:4]1[CH:9]=[CH:8][C:7]([CH2:10][CH2:11][CH:12]2[C:17](=O)NC(=O)NC2=O)=[CH:6][CH:5]=1)[CH3:2].Cl.ClC1[CH:28]=[CH:27][N:26]=[CH:25][CH:24]=1.[OH-].[Na+].Cl>O>[CH2:1]([O:3][C:4]1[CH:5]=[CH:6][C:7]([CH2:10][CH2:11][CH2:12][C:17]2[CH:28]=[CH:27][N:26]=[CH:25][CH:24]=2)=[CH:8][CH:9]=1)[CH3:2] |f:1.2,3.4|. Procedure details: A mixture of 6.5 g (0.0235 m) of 5-[2-(4-ethoxyphenyl)ethyl]barbituric acid and 7 g (0.047 m) of 4-chloropyridine hydrochloride was mixed with a mortar and pestle and heated in an oil bath until the reagents formed a melt (185° C.). The mixture was kept at 180°-185° for 15-20 minutes, when the mixture began to noticeably darken. When heat was removed, the mixture quickly formed a hard glass. To this product, 6.5 g of NaOH pellets and 40 mL of water was added, and the mixture was refluxed for 5-6...